This data is from the Open Reaction Database (ORD), a public repository of structured organic reaction records. The task is: describe an organic reaction: reactants, conditions, products, and yield Starting materials: Cc1ccc(S(=O)(=O)O)cc1, CCOC(OCC)OCC, CCC(CC)n1c(=O)[nH]c2cnc(Cl)nc21, CN(C)C=O. Yields the product CCC(CC)n1cnc2cnc(Cl)nc21. As a reaction SMILES: [CH3:27][c:28]1[cH:29][cH:30][c:31]([S:32]([OH:33])(=[O:34])=[O:35])[cH:36][cH:37]1.[CH:17]([O:18][CH2:19][CH3:20])([O:21][CH2:22][CH3:23])[O:24][CH2:25][CH3:26].[Cl:1][c:2]1[n:3][cH:4][c:5]2[nH:6][c:7](=[O:16])[n:8]([CH:11]([CH2:12][CH3:13])[CH2:14][CH3:15])[c:9]2[n:10]1.[O:38]=[CH:39][N:40]([CH3:41])[CH3:42]>>[Cl:1][c:2]1[n:3][cH:4][c:5]2[n:6][cH:7][n:8]([CH:11]([CH2:12][CH3:13])[CH2:14][CH3:15])[c:9]2[n:10]1. Starting materials: O=C([O-])[O-], CNC(=O)N(NC(C)=O)c1ccccc1, CI, CCO, [K+], [K+]. Yields the product CNC(=O)N(c1ccccc1)N(C)C(C)=O. RXN SMILES: [C:18](=[O:19])([O-:20])[O-:21].[C:1]([CH3:2])(=[O:3])[NH:4][N:5]([C:6](=[O:7])[NH:8][CH3:9])[c:10]1[cH:11][cH:12][cH:13][cH:14][cH:15]1.[CH3:16][I:17].[CH3:24][CH2:25][OH:26].[K+:22].[K+:23]>>[C:1]([CH3:2])(=[O:3])[N:4]([N:5]([C:6](=[O:7])[NH:8][CH3:9])[c:10]1[cH:11][cH:12][cH:13][cH:14][cH:15]1)[CH3:18]. The reactants are FC1=CC2=C(C(=NS2)C2CCNCC2)C=C1 (6-fluoro-3-(4-piperidinyl)-1,2-benzisothiazole), BrCCN1C(C=2C(C1=O)=CC=CC2)=O (N-(2-bromoethyl)phthalimide). The solvent is C(C)#N (acetonitrile). Product: FC1=CC2=C(C(=NS2)C2CCN(CC2)CCN2C(C=3C(C2=O)=CC=CC3)=O)C=C1 (N-[2-[4-(6-fluoro-1,2-benzisothiazol-3-yl)-1-piperidinyl]ethyl]phthalimide). RXN SMILES: [F:1][C:2]1[CH:16]=[CH:15][C:5]2[C:6]([CH:9]3[CH2:14][CH2:13][NH:12][CH2:11][CH2:10]3)=[N:7][S:8][C:4]=2[CH:3]=1.Br[CH2:18][CH2:19][N:20]1[C:24](=[O:25])[C:23]2=[CH:26][CH:27]=[CH:28][CH:29]=[C:22]2[C:21]1=[O:30]>C(#N)C>[F:1][C:2]1[CH:16]=[CH:15][C:5]2[C:6]([CH:9]3[CH2:10][CH2:11][N:12]([CH2:18][CH2:19][N:20]4[C:24](=[O:25])[C:23]5=[CH:26][CH:27]=[CH:28][CH:29]=[C:22]5[C:21]4=[O:30])[CH2:13][CH2:14]3)=[N:7][S:8][C:4]=2[CH:3]=1. Reported procedure: A stirred mixture of 6-fluoro-3-(4-piperidinyl)-1,2-benzisothiazole (4.72 g, 0.03 mole) and N-(2-bromoethyl)phthalimide (6.35 g, 0.025 mole) in 200 ml of acetonitrile is heated at reflux for 4 hours. The solids are then removed by filtration and the filtrate is concentrated under reduced pressure. The residue is purified by chromatography over silica gel to provide N-[2-[4-(6-fluoro-1,2-benzisothiazol-3-yl)-1-piperidinyl]ethyl]phthalimide.